This data is from the Open Reaction Database (ORD), a public repository of structured organic reaction records. The task is: describe an organic reaction: reactants, conditions, products, and yield Starting materials: N1C=CC2=CC=CC=C12 (indole), N1C=C(C2=CC=CC=C12)CCC(=O)O (indole-3-propionic acid), C(OC)(OC)=O (dimethyl carbonate), N1C=C(C2=CC=CC=C12)CC(=O)O (indole-3-acetic acid), N1C=C(C2=CC=CC=C12)C(=O)O (indole-3-carboxylic acid), dimethylated product, indole-3-carboxylic acids, C(OC)(OC)=O (dimethyl carbonate), O-methylated product, C([O-])([O-])=O.[K+].[K+] (potassium carbonate). Product: CN1C=CC2=CC=CC=C12 (N-methylindole). Isolated yield 45.0%. As a reaction SMILES: [NH:1]1[C:9]2[C:4](=[CH:5][CH:6]=[CH:7][CH:8]=2)[CH:3]=[CH:2]1.[C:10](=O)(OC)OC.N1C2C(=CC=CC=2)C(CCC(O)=O)=C1.C(=O)([O-])[O-].[K+].[K+].N1C2C(=CC=CC=2)C(CC(O)=O)=C1.N1C2C(=CC=CC=2)C(C(O)=O)=C1>>[CH3:10][N:1]1[C:9]2[C:4](=[CH:5][CH:6]=[CH:7][CH:8]=2)[CH:3]=[CH:2]1 |f:3.4.5|. Procedure: The R group can be at any position of the indole system except position 1. The reaction between indole-3-carboxylic acids and dimethyl carbonate was also investigated. The selectivity between O-methylation and N-methylation was not as high as would be expected. However, as expected, under the reaction conditions, esterfication of a carboxyl group was somewhat faster than N-methylation. For example, the reaction of indole-3-propionic acid with dimethyl carbonate in the presence of potassium carbo... Starting materials: O=P(Cl)(Cl)Cl (POCl3), BrC=1C=C(C(=NC1)O)NC(C1=CC=C(C=C1)C(F)(F)F)=O (N-(5-bromo-2-hydroxypyridin-3-yl)-4-(trifluoromethyl)benzamide), CCOC(=O)C.O (EtOAc H2O). The solvent is O1CCOCC1 (Dioxane). Run at time 5 hour. The product is BrC=1C=C2C(=NC1)OC(=N2)C2=CC=C(C=C2)C(F)(F)F (6-bromo-2-(4-(trifluoromethyl)phenyl)oxazolo[5,4-b]pyridine). Yield: 64.8%. RXN SMILES: [Br:1][C:2]1[CH:3]=[C:4]([NH:9][C:10](=[O:21])[C:11]2[CH:16]=[CH:15][C:14]([C:17]([F:20])([F:19])[F:18])=[CH:13][CH:12]=2)[C:5](O)=[N:6][CH:7]=1.O=P(Cl)(Cl)Cl.CCOC(C)=O.O>O1CCOCC1>[Br:1][C:2]1[CH:3]=[C:4]2[N:9]=[C:10]([C:11]3[CH:12]=[CH:13][C:14]([C:17]([F:18])([F:19])[F:20])=[CH:15][CH:16]=3)[O:21][C:5]2=[N:6][CH:7]=1 |f:2.3|. Reported procedure: Intermediate 56 (2.1 g, 5.4 mmol) was dissolved in Dioxane (30 ml) and added POCl3 (1.5 ml). This mixture was refluxed for 5 h. After 5 h, dioxane was removed on rotavapour to obtain the residue. Work up (EtOAc/H2O) of the residue afforded the crude. Crude was purified by column on 60-120 mesh silica gel using DCM as eluent to afford the titled compound (1.2 g). 1H-NMR (δ ppm, CDCl3, 400 MHz): 8.46 (d, J 2.1, 1H), 8.41 (d, J 8.2, 2H), 8.24 (d, J 2.1, 1H), 7.83 (d, J 8.2, 2H). Starting materials: CCO, N#CN, [Na], S=C=Nc1ccccc1. The product is N#CNC(=S)Nc1ccccc1. As a reaction SMILES: [CH3:14][CH2:15][OH:16].[N:1]#[C:2][NH2:3].[Na:4].[c:5]1([N:11]=[C:12]=[S:13])[cH:6][cH:7][cH:8][cH:9][cH:10]1>>[N:1]#[C:2][NH:3][C:12]([NH:11][c:5]1[cH:6][cH:7][cH:8][cH:9][cH:10]1)=[S:13]. The reactants are CC(=O)Nc1ccc(NC(=O)OCC(Cl)(Cl)Cl)cn1, CCc1sc(N2CCNCC2)nc1-c1ccccc1, CS(C)=O, CCN(C(C)C)C(C)C, O. The product is CCc1sc(N2CCN(C(=O)Nc3ccc(NC(C)=O)nc3)CC2)nc1-c1ccccc1. As a reaction SMILES: [C:1]([CH3:2])(=[O:3])[NH:4][c:5]1[cH:6][cH:7][c:8]([NH:11][C:12]([O:13][CH2:14][C:15]([Cl:16])([Cl:17])[Cl:18])=[O:19])[cH:9][n:10]1.[CH2:20]([CH3:21])[c:22]1[c:23](-[c:33]2[cH:34][cH:35][cH:36][cH:37][cH:38]2)[n:24][c:25]([N:27]2[CH2:28][CH2:29][NH:30][CH2:31][CH2:32]2)[s:26]1.[CH3:49][S:50]([CH3:51])=[O:52].[CH:39]([N:40]([CH:41]([CH3:42])[CH3:43])[CH2:44][CH3:45])([CH3:46])[CH3:47].[OH2:48]>>[C:1]([CH3:2])(=[O:3])[NH:4][c:5]1[cH:6][cH:7][c:8]([NH:11][C:12](=[O:19])[N:30]2[CH2:29][CH2:28][N:27]([c:25]3[n:24][c:23](-[c:33]4[cH:34][cH:35][cH:36][cH:37][cH:38]4)[c:22]([CH2:20][CH3:21])[s:26]3)[CH2:32][CH2:31]2)[cH:9][n:10]1. Yield: 1.0%. Reactants: C1COCC(=C1)C=O, CC1=CN=C(C=C1)N, [C-]#[N+]C1CCCCC1. The solvent is CC(C)O (isopropyl alcohol), CC(C)O (isopropylalcohol). As a reaction SMILES: CC1=CC=C(N)N=C1.[C-]#[N+]C1CCCCC1.O=CC1=CCCOC1>>CC1=CN2C(C=C1)=NC(=C2NC1CCCCC1)C1=CCCOC1. Conditions: temperature 22 celsius, time 20 hour. Product: Cc1ccc2nc(C3COCCC=3)c(NC3CCCCC3)n2c1. The reagents and catalysts are O=C(O)C(F)(F)F (trifluoroacetic acid). The reactants are C(C)OC1=CC=C(C(=O)Cl)C=C1 (p-ethoxybenzoyl chloride), [C-]#N.[K+] (potassium cyanide). The reagents and catalysts are [Cu]C#N (copper(I) cyanide). The product is C(C)OC1=CC=C(C(=O)C#N)C=C1 (p-ethoxybenzoyl cyanide). Isolated yield 94.5%. As a reaction SMILES: [CH2:1]([O:3][C:4]1[CH:12]=[CH:11][C:7]([C:8](Cl)=[O:9])=[CH:6][CH:5]=1)[CH3:2].[C-:13]#[N:14].[K+]>[Cu]C#N>[CH2:1]([O:3][C:4]1[CH:12]=[CH:11][C:7]([C:8]([C:13]#[N:14])=[O:9])=[CH:6][CH:5]=1)[CH3:2] |f:1.2|. Procedure details: In the manner described above, 184 g (1 mol) of p-ethoxybenzoyl chloride, 62.5 g (0.96 mol) of potassium cyanide and 3.6 g (0.04 mol) of copper(I) cyanide were reacted with one another at 215° C. After working up, 159 g (91% of theory) of p-ethoxybenzoyl cyanide were obtained; melting point 43° C. The reactants are FC(CC1(OC2=C(O1)C=CC=C2)C(F)(F)F)(F)F (2-(2,2,2-trifluoroethyl)-2-trifluoromethyl-1,3-benzodioxole), [N+](=O)(O)[O-] (nitric acid), S(O)(O)(=O)=O (sulphuric acid), ice water. Solvent: C(Cl)Cl (methylene chloride). Run at time 1 hour. Product: [N+](=O)([O-])C1=CC2=C(OC(O2)(C(F)(F)F)CC(F)(F)F)C=C1 (5-Nitro-2-(2,2,2-trifluoroethyl)-2-trifluoromethyl-1,3-benzodioxole). As a reaction SMILES: [F:1][C:2]([F:18])([F:17])[CH2:3][C:4]1([C:13]([F:16])([F:15])[F:14])[O:8][C:7]2[CH:9]=[CH:10][CH:11]=[CH:12][C:6]=2[O:5]1.[N+:19]([O-])([OH:21])=[O:20].S(=O)(=O)(O)O>C(Cl)Cl>[N+:19]([C:11]1[CH:10]=[CH:9][C:7]2[O:8][C:4]([CH2:3][C:2]([F:1])([F:17])[F:18])([C:13]([F:15])([F:14])[F:16])[O:5][C:6]=2[CH:12]=1)([O-:21])=[O:20]. Procedure: A solution of 54.4 g of 2-(2,2,2-trifluoroethyl)-2-trifluoromethyl-1,3-benzodioxole in 75 ml of methylene chloride was added dropwise at 10° C. to a mixture of 40 ml of 65% by weight nitric acid and 40 ml of concentrated sulphuric acid. The reaction mixture was subsequently stirred for 1 hour at room temperature and then poured into ice-water, the organic phase was separated off and the aqueous phase was extracted with methylene chloride. The combined organic phases were washed with water and dr...